Dataset: the Open Reaction Database (ORD), a public repository of structured organic reaction records. Task: describe an organic reaction: reactants, conditions, products, and yield Reactants: C1CCNCC1, CN(C)P(=O)(N(C)C)N(C)C, CC1CCc2c(Cl)c(Cl)cc3c(=O)c(C(=O)O)cn1c23. Product: CC1CCc2c(N3CCCCC3)c(Cl)cc3c(=O)c(C(=O)O)cn1c23. As a reaction SMILES: [CH2:21]1[CH2:22][CH2:23][NH:24][CH2:25][CH2:26]1.[CH3:27][N:28]([CH3:29])[P:30](=[O:31])([N:32]([CH3:33])[CH3:34])[N:35]([CH3:36])[CH3:37].[Cl:1][c:2]1[c:3]([Cl:20])[cH:4][c:5]2[c:6](=[O:19])[c:7]([C:16](=[O:17])[OH:18])[cH:8][n:9]3[c:14]2[c:13]1[CH2:12][CH2:11][CH:10]3[CH3:15]>>[c:2]1([N:24]2[CH2:23][CH2:22][CH2:21][CH2:26][CH2:25]2)[c:3]([Cl:20])[cH:4][c:5]2[c:6](=[O:19])[c:7]([C:16](=[O:17])[OH:18])[cH:8][n:9]3[c:14]2[c:13]1[CH2:12][CH2:11][CH:10]3[CH3:15].